Task: describe an organic reaction: reactants, conditions, products, and yield. Dataset: the Open Reaction Database (ORD), a public repository of structured organic reaction records Starting materials: OB(O)c1ccc(F)cc1, FC(F)(F)c1onc(-c2ccccc2)c1-c1c[nH]cn1. Product: Fc1ccc(-n2cnc(-c3c(-c4ccccc4)noc3C(F)(F)F)c2)cc1. Reaction SMILES: [OH:21][B:22]([OH:23])[c:24]1[cH:25][cH:26][c:27]([F:28])[cH:29][cH:30]1.[nH:1]1[cH:2][n:3][c:4](-[c:6]2[c:7](-[c:15]3[cH:16][cH:17][cH:18][cH:19][cH:20]3)[n:8][o:9][c:10]2[C:11]([F:12])([F:13])[F:14])[cH:5]1>>[n:1]1(-[c:24]2[cH:25][cH:26][c:27]([F:28])[cH:29][cH:30]2)[cH:2][n:3][c:4](-[c:6]2[c:7](-[c:15]3[cH:16][cH:17][cH:18][cH:19][cH:20]3)[n:8][o:9][c:10]2[C:11]([F:12])([F:13])[F:14])[cH:5]1. The reactants are OCC1=CC=C(S1)C(CNC(OC(C)(C)C)=O)C(=O)NC=1C=C2C=CN=CC2=CC1 (tert-butyl 2-(5-(hydroxymethyl)thiophen-2-yl)-3-(isoquinolin-6-ylamino)-3-oxopropylcarbamate), NHCl dioxane, C(Cl)Cl (CH2Cl2). Reaction conditions: time 4 hour. Product: Cl.Cl.NCC(C(=O)NC=1C=C2C=CN=CC2=CC1)C=1SC(=CC1)CO (3-amino-2-(5-(hydroxymethyl)thiophen-2-yl)-N-(isoquinolin-6-yl)propanamide dihydrochloride). As a reaction SMILES: [OH:1][CH2:2][C:3]1[S:7][C:6]([CH:8]([C:18]([NH:20][C:21]2[CH:22]=[C:23]3[C:28](=[CH:29][CH:30]=2)[CH:27]=[N:26][CH:25]=[CH:24]3)=[O:19])[CH2:9][NH:10]C(=O)OC(C)(C)C)=[CH:5][CH:4]=1.C(Cl)[Cl:32]>>[ClH:32].[ClH:32].[NH2:10][CH2:9][CH:8]([C:6]1[S:7][C:3]([CH2:2][OH:1])=[CH:4][CH:5]=1)[C:18]([NH:20][C:21]1[CH:22]=[C:23]2[C:28](=[CH:29][CH:30]=1)[CH:27]=[N:26][CH:25]=[CH:24]2)=[O:19] |f:2.3.4|. Reported procedure: To a solution of tert-butyl 2-(5-(hydroxymethyl)thiophen-2-yl)-3-(isoquinolin-6-ylamino)-3-oxopropylcarbamate (E238) in CH2Cl2 was added 4 NHCl-dioxane and the solution was stirred for 4 h. The solvents were evaporated to give 3-amino-2-(5-(hydroxymethyl)thiophen-2-yl)-N-(isoquinolin-6-yl)propanamide dihydrochloride (E239). Starting materials: C(C)(C)NC(=O)C1=CN(C2=NC=CC=C2C1=O)C1=CC(=CC=C1)B1OC(C(O1)(C)C)(C)C (N-Isopropyl-1-[3-(4,4,5,5,-tetramethyl-1,3,2-dioxaborolan-2-yl)phenyl]-1,4-dihydro[1,8]naphthyridin-4-one-3-carboxamide), BrC1=CC=C(C=C1)C=1C=NC=CC1 (3-(4-Bromophenyl)pyridine), C([O-])([O-])=O.[Na+].[Na+] (sodium carbonate). The reagents and catalysts are C1=CC=C(C=C1)P([C-]2C=CC=C2)C3=CC=CC=C3.C1=CC=C(C=C1)P([C-]2C=CC=C2)C3=CC=CC=C3.Cl[Pd]Cl.[Fe+2] ([1,1′-bis (diphenylphosphino)ferrocene]dichloropalladium(II)). Run in CN(C=O)C (N,N-dimethylformamide). Run at temperature 85 celsius, time 1 hour. Yields the product C(C)(C)NC(=O)C1=CN(C2=NC=CC=C2C1=O)C1=CC(=CC=C1)C1=CC=C(C=C1)C=1C=NC=CC1 (N-Isopropyl-1-{3-[4-(pyridin-3-yl)phenyl]phenyl}-1,4-dihydro[1,8]naphthyridin-4-one-3-carboxamide). Reaction SMILES: [CH:1]([NH:4][C:5]([C:7]1[C:16](=[O:17])[C:15]2[C:10](=[N:11][CH:12]=[CH:13][CH:14]=2)[N:9]([C:18]2[CH:23]=[CH:22][CH:21]=[C:20](B3OC(C)(C)C(C)(C)O3)[CH:19]=2)[CH:8]=1)=[O:6])([CH3:3])[CH3:2].Br[C:34]1[CH:39]=[CH:38][C:37]([C:40]2[CH:41]=[N:42][CH:43]=[CH:44][CH:45]=2)=[CH:36][CH:35]=1.C(=O)([O-])[O-].[Na+].[Na+]>CN(C)C=O.C1C=CC(P(C2C=CC=CC=2)[C-]2C=CC=C2)=CC=1.C1C=CC(P(C2C=CC=CC=2)[C-]2C=CC=C2)=CC=1.Cl[Pd]Cl.[Fe+2]>[CH:1]([NH:4][C:5]([C:7]1[C:16](=[O:17])[C:15]2[C:10](=[N:11][CH:12]=[CH:13][CH:14]=2)[N:9]([C:18]2[CH:23]=[CH:22][CH:21]=[C:20]([C:34]3[CH:35]=[CH:36][C:37]([C:40]4[CH:41]=[N:42][CH:43]=[CH:44][CH:45]=4)=[CH:38][CH:39]=3)[CH:19]=2)[CH:8]=1)=[O:6])([CH3:2])[CH3:3] |f:2.3.4,6.7.8.9|. Reported procedure: A mixture of the boronate from Step 1, 3-(4-bromophenyl)pyridine from Step 2 (1.5 eq), [1,1′-bis (diphenylphosphino)ferrocene]dichloropalladium(II) (0.05 eq) and 2M aqueous sodium carbonate (5 eq) in N,N-dimethylformamide (7 ml/mmol) was stirred at 85° C. for 1 hour. After cooling, the mixture was partitioned between ethyl acetate and water. The crude product from the organic phase was chromatographed on silica gel eluting with a 7:3 mixture of ethyl acetate and methylene chloride to afford the ... The reactants are C(C)C(CCCCCCCCC(CO)(C)C)N1C(C=2C(C1=O)=C(C=CC2)N=[N+]=[N-])=O (N-(1-ethyl-10,10-dimethyl-11-hydroxyundecyl)-3-azidophthalimide), [N+](=O)([O-])C1=C2C(C(=O)OC2=O)=CC=C1 (3-nitrophthalic anhydride), C(C)C(CCCCCCCCC(CO)(C)C)N (1-ethyl-10,10-dimethyl-11-hydroxy-1-aminoundecane), C1(=CC=CC=C1)C (toluene). The solvent is CN(C=O)C (dimethylformamide). Product: C(C)C(CCCCCCCCC(CO)(C)C)N1C(C=2C(C1=O)=C(C=CC2)[N+](=O)[O-])=O (N-(1-ethyl-10,10-dimethyl-11-hydroxyundecyl)-3-nitrophthalimide). Yield: 99.9%. RXN SMILES: [N+:1]([C:4]1[CH:14]=[CH:13][CH:12]=[C:6]2[C:7]([O:9][C:10](=[O:11])[C:5]=12)=O)([O-:3])=[O:2].[CH2:15]([CH:17]([NH2:31])[CH2:18][CH2:19][CH2:20][CH2:21][CH2:22][CH2:23][CH2:24][CH2:25][C:26]([CH3:30])([CH3:29])[CH2:27][OH:28])[CH3:16].C1(C)C=CC=CC=1.C(C(N1C(=O)C2=C(N=[N+]=[N-])C=CC=C2C1=O)CCCCCCCCC(C)(C)CO)C>CN(C)C=O>[CH2:15]([CH:17]([N:31]1[C:10](=[O:11])[C:5]2=[C:4]([N+:1]([O-:3])=[O:2])[CH:14]=[CH:13][CH:12]=[C:6]2[C:7]1=[O:9])[CH2:18][CH2:19][CH2:20][CH2:21][CH2:22][CH2:23][CH2:24][CH2:25][C:26]([CH3:30])([CH3:29])[CH2:27][OH:28])[CH3:16]. Procedure details: The starting material used in the above example can be prepared as follows: A mixture of 9.6 g (0.05 mol) of 3-nitrophthalic anhydride, 12.9 g (0.055 mol) of 1-ethyl-10,10-dimethyl-11-hydroxy-1-aminoundecane, 150 ml of toluene and 250 ml of dimethylformamide is heated to the boil, the water formed being removed azeotropically. The reaction mixture is then evaporated to dryness. The residue is dissolved in 150 ml of methylene chloride and the solution is extracted with three times 50 ml of 10% so... Starting materials: Cl.NO (hydroxylamine hydrochloride), C([O-])(O)=O.[Na+] (sodium bicarbonate), C1(=CC=CC=C1)C (toluene), C(CCCCC)#N (hexanenitrile). Solvent: C(C)(C)O (isopropyl alcohol). Conditions: time 12.5 minute. Product: ONC(CCCCCC)=N (N-hydroxy-heptanimidamide). Reaction SMILES: Cl.[NH2:2][OH:3].C(=O)(O)[O-].[Na+].[C:9](#[N:15])[CH2:10][CH2:11][CH2:12][CH2:13][CH3:14].[C:16]1(C)C=CC=CC=1>C(O)(C)C>[OH:3][NH:2][C:9](=[NH:15])[CH2:10][CH2:11][CH2:12][CH2:13][CH2:14][CH3:16] |f:0.1,2.3|. Procedure details: To a solution of 0.93 g (13.4 mmol) of hydroxylamine hydrochloride in 11 mL of isopropyl alcohol, 1.66 g (19.78 mmol) of sodium bicarbonate was added. The resulting mixture was stirred at 25° C. to 30° C. for 10-15 min. 1.0 g (8.9 mmol) of hexanenitrile was added and stirred at 80° C. to 85° C. for 3-4 h. After completion of the reaction, the reaction mixture was cooled to 25° C. to 30° C., filtered and washed with 2 mL of isopropyl alcohol. The filtrate was collected and distilled out completel...